From a dataset of the Open Reaction Database (ORD), a public repository of structured organic reaction records. describe an organic reaction: reactants, conditions, products, and yield Starting materials: O=C([O-])N(Cc1ccccc1)CC1CCN(CC2(O)CCOCC2)CC1, CO. The product is NCC1CCN(CC2(O)CCOCC2)CC1. RXN SMILES: [CH2:1]([c:5]1[cH:6][cH:7][cH:9][cH:10][cH:11]1)[N:8]([C:2](=[O:3])[O-:4])[CH2:12][CH:13]1[CH2:14][CH2:15][N:16]([CH2:19][C:20]2([OH:26])[CH2:21][CH2:22][O:23][CH2:24][CH2:25]2)[CH2:17][CH2:18]1.[CH3:27][OH:28]>>[NH2:8][CH2:12][CH:13]1[CH2:14][CH2:15][N:16]([CH2:19][C:20]2([OH:26])[CH2:21][CH2:22][O:23][CH2:24][CH2:25]2)[CH2:17][CH2:18]1. Starting materials: ClC=1N=C(C2=C(N1)C(=NC=N2)NCC2=CC=C(C=C2)F)N2CCS(CC2)=O (2-chloro-8-(4-fluorobenzylamino)-4-(1-oxido-thiomorpholino)-pyrimido-[5,4-d]-pyrimidine), N1CCNCC1 (piperazine). Run in ClC=1N=C(C2=C(N1)C(=NC=N2)Cl)N2CCS(CC2)=O (2,8-Dichloro-4-(1-oxido-thiomorpholino)-pyrimido[5,4-d]pyrimidine). Yields the product FC1=CC=C(CNC2=NC=NC3=C2N=C(N=C3N3CCS(CC3)=O)N3CCNCC3)C=C1 (8-(4-Fluorobenzyl-amino)-4-(1-oxido-thiomorpholino)-2-piperazino-pyrimido-[5,4-d]-pyrimidine). RXN SMILES: Cl[C:2]1[N:3]=[C:4]([N:21]2[CH2:26][CH2:25][S:24](=[O:27])[CH2:23][CH2:22]2)[C:5]2[N:11]=[CH:10][N:9]=[C:8]([NH:12][CH2:13][C:14]3[CH:19]=[CH:18][C:17]([F:20])=[CH:16][CH:15]=3)[C:6]=2[N:7]=1.[NH:28]1[CH2:33][CH2:32][NH:31][CH2:30][CH2:29]1>ClC1N=C(N2CCS(=O)CC2)C2N=CN=C(Cl)C=2N=1>[F:20][C:17]1[CH:18]=[CH:19][C:14]([CH2:13][NH:12][C:8]2[C:6]3[N:7]=[C:2]([N:28]4[CH2:33][CH2:32][NH:31][CH2:30][CH2:29]4)[N:3]=[C:4]([N:21]4[CH2:26][CH2:25][S:24](=[O:27])[CH2:23][CH2:22]4)[C:5]=3[N:11]=[CH:10][N:9]=2)=[CH:15][CH:16]=1. Reported procedure: This compound was prepared analogous to Example 118 from 2-chloro-8-(4-fluorobenzylamino)-4-(1-oxido-thiomorpholino)-pyrimido-[5,4-d]-pyrimidine (m.p.: 210°-212° C.) and piperazine in dioxane at 80° C. Reactants: O1C(CCCC1)OC(C(=O)OCC)C(=O)[O-] (ethyl 2-(2-tetrahydropyranyloxy)-1,3-propanedioate), Na ethoxide, Cl.N1=CC(=CC=C1)CCl (3-pyridyl-methyl chloride hydrochloride), CCO (EtOH). Run at time 1 hour. Product: N1=CC(=CC=C1)CC(C(=O)OCC)(C(=O)OCC)O (ethyl 3-(pyrid-3-yl)-2-hydroxy-2-ethoxycarbonyl-propanoate). Reaction SMILES: O1CCCCC1[O:7][CH:8]([C:14]([O-:16])=[O:15])[C:9]([O:11][CH2:12][CH3:13])=[O:10].Cl.[N:18]1[CH:23]=[CH:22][CH:21]=[C:20]([CH2:24]Cl)[CH:19]=1.[CH3:26][CH2:27]O>>[N:18]1[CH:23]=[CH:22][CH:21]=[C:20]([CH2:24][C:8]([OH:7])([C:9]([O:11][CH2:12][CH3:13])=[O:10])[C:14]([O:16][CH2:26][CH3:27])=[O:15])[CH:19]=1 |f:1.2|. Procedure: 4.3 g of ethyl 2-(2-tetrahydropyranyloxy)-1,3-propanedioate are added to 11 ml of a Na ethoxide solution (prepared from 0.72 g of Na) under stirring, shielding from humidity, keeping the temperature at 0° to 5° C. After 1 h, a solution of 2.4 g of 3-pyridyl-methyl chloride hydrochloride in 8 ml of EtOH is dropped therein. The reaction mixture, which turns suddenly red, is kept under stirring at r.t. for 24 hours more. EtOH is evaporated off and the residue is partitioned between AcOEt and a 20% ...